Dataset: the Open Reaction Database (ORD), a public repository of structured organic reaction records. Task: describe an organic reaction: reactants, conditions, products, and yield Reactants: [OH-].[Na+] (NaOH), [OH-].[Na+] (NaOH), C(C(C)(C)C)(=O)OCN1N=NC(=C1)CCCC(NC1CCNCC1)=O ((4-(4-oxo-4-(piperidin-4-ylamino)butyl)-1H-1,2,3-triazol-1-yl)methyl pivalate), C(OCC1=CC(=CC(=C1)F)Cl)(ON1C(CCC1=O)=O)=O (3-chloro-5-fluorobenzyl 2,5-dioxopyrrolidin-1-yl carbonate). The solvent is C(Cl)Cl (DCM), C(Cl)Cl (DCM), C(Cl)Cl (DCM). The product is C(C(C)(C)C)(=O)OCN1N=NC(=C1)CCCC(=O)NC1CCN(CC1)C(=O)OCC1=CC(=CC(=C1)F)Cl (3-Chloro-5-fluorobenzyl 4-(4-(1-((pivaloyloxy)methyl)-1H-1,2,3-triazol-4-yl)butanamido)piperidine-1-carboxylate). Reaction SMILES: [C:1]([O:7][CH2:8][N:9]1[CH:13]=[C:12]([CH2:14][CH2:15][CH2:16][C:17](=[O:25])[NH:18][CH:19]2[CH2:24][CH2:23][NH:22][CH2:21][CH2:20]2)[N:11]=[N:10]1)(=[O:6])[C:2]([CH3:5])([CH3:4])[CH3:3].[C:26](=O)([O:37]N1C(=O)CCC1=O)[O:27][CH2:28][C:29]1[CH:34]=[C:33]([F:35])[CH:32]=[C:31]([Cl:36])[CH:30]=1.[OH-].[Na+]>C(Cl)Cl>[C:1]([O:7][CH2:8][N:9]1[CH:13]=[C:12]([CH2:14][CH2:15][CH2:16][C:17]([NH:18][CH:19]2[CH2:20][CH2:21][N:22]([C:26]([O:27][CH2:28][C:29]3[CH:34]=[C:33]([F:35])[CH:32]=[C:31]([Cl:36])[CH:30]=3)=[O:37])[CH2:23][CH2:24]2)=[O:25])[N:11]=[N:10]1)(=[O:6])[C:2]([CH3:5])([CH3:4])[CH3:3] |f:2.3|. Reported procedure: To a stirred suspension of (4-(4-oxo-4-(piperidin-4-ylamino)butyl)-1H-1,2,3-triazol-1-yl)methyl pivalate (step 5) (150 mg, 0.387 mmol) and 3-chloro-5-fluorobenzyl 2,5-dioxopyrrolidin-1-yl carbonate (117 mg, 0.387 mmol) in DCM (5 mL) was added NaOH (1.547 mL, 1.547 mmol) with stirring at RT and the mixture was stirred at RT for 18 hrs. A further 5 ml DCM was added followed by 1M NaOH (1 ml). The reaction mixture was diluted with DCM (30 ml) and the organic portion was dried over MgSO4, filtered a... Reactants: C(C)(=O)O (acetic acid), BrCC(=O)C1=CC(=CC=C1)Br (2,3'-dibromoacetophenone), magnesium anion, C1(=CC=CC=C1)S(=O)(=O)C (methyl phenyl sulphone), O (water). Run in C1CCOC1 (THF), CCOCC (ether). Conditions: temperature -70 celsius, time 2 hour. Yields the product BrCC(CS(=O)(=O)C1=CC=CC=C1)(O)C1=CC(=CC=C1)Br (1-bromo-2-[3'-bromophenyl]-3-phenylsulphonyl-2-propanol). Isolated yield 20.0%. As a reaction SMILES: [Br:1][CH2:2][C:3]([C:5]1[CH:10]=[CH:9][CH:8]=[C:7]([Br:11])[CH:6]=1)=[O:4].[C:12]1([S:18]([CH3:21])(=[O:20])=[O:19])[CH:17]=[CH:16][CH:15]=[CH:14][CH:13]=1.C(O)(=O)C.O>C1COCC1.CCOCC>[Br:1][CH2:2][C:3]([C:5]1[CH:10]=[CH:9][CH:8]=[C:7]([Br:11])[CH:6]=1)([OH:4])[CH2:21][S:18]([C:12]1[CH:17]=[CH:16][CH:15]=[CH:14][CH:13]=1)(=[O:20])=[O:19]. Procedure: In a manner identical with Example 57, 2,3'-dibromoacetophenone (7.8 g, 0.028 mole) is treated with 1 equivalent of the magnesium anion of methyl phenyl sulphone in THF at -70° C. The mixture is stirred for 2 h at -70° C., acetic acid (7 cc) is then added and the mixture is poured into water (100 g). It is reextracted with ether (3×100 cc), is washed with brine (2×100 cc) and is dried over MgSO4. The crude is precipitated with ether (50 cc) with warming and recrystallized from isopropyl ether to... Reactants: [Ag+], FC(F)(F)c1cc(Br)ccc1C(Br)Br, C1CCOC1, CCOC(C)=O, O=[N+]([O-])[O-], O. The product is O=Cc1ccc(Br)cc1C(F)(F)F. As a reaction SMILES: [Ag+:25].[Br:1][c:2]1[cH:3][c:4]([C:11]([F:12])([F:13])[F:14])[c:5]([CH:8]([Br:9])[Br:10])[cH:6][cH:7]1.[CH2:15]1[CH2:18][CH2:17][CH2:16][O:19]1.[CH3:26][CH2:27][O:28][C:29](=[O:30])[CH3:31].[N+:21]([O-:22])([O-:23])=[O:24].[OH2:20]>>[Br:1][c:2]1[cH:3][c:4]([C:11]([F:12])([F:13])[F:14])[c:5]([CH:8]=[O:19])[cH:6][cH:7]1. Reactants: CCO/C=C(\C)/C=O (3-ethoxymethacrolein), NC1=NNC(=N1)S (3-amino-5-mercapto-1,2,4-triazole). The product is CC=1C=NC=2N(C1)N=C(N2)S (6-methyl[1,2,4]triazolo[1,5-a]pyrimidine-2-thiol). RXN SMILES: CCO/[CH:4]=[C:5](/[CH:7]=O)\[CH3:6].[NH2:9][C:10]1[N:14]=[C:13]([SH:15])[NH:12][N:11]=1>>[CH3:6][C:5]1[CH:4]=[N:9][C:10]2[N:11]([N:12]=[C:13]([SH:15])[N:14]=2)[CH:7]=1. Procedure details: The title compound was prepared from 3-ethoxymethacrolein and 3-amino-5-mercapto-1,2,4-triazole as previously described by M. Künstlinger and E. Breitmaier in Synthesis, 1983, 44–47. Reactants: ClC1=CC=C(CC#N)C=C1 (4-chlorobenzyl cyanide), N1=CC(=CC=C1)C=O (pyridine-3-aldehyde), solution, [Na] (sodium). Solvent: C(C)O (ethanol), C(C)O (ethanol). Reaction conditions: time 1 hour. Yields the product C(#N)C(=CC=1C=NC=CC1)C1=CC=C(C=C1)Cl (1-cyano-1-(4-chlorophenyl)-2-(3-pyridyl)ethene). Isolated yield 48.0%. Reaction SMILES: [Cl:1][C:2]1[CH:10]=[CH:9][C:5]([CH2:6][C:7]#[N:8])=[CH:4][CH:3]=1.[N:11]1[CH:16]=[CH:15][CH:14]=[C:13]([CH:17]=O)[CH:12]=1.[Na]>C(O)C>[C:7]([C:6]([C:5]1[CH:9]=[CH:10][C:2]([Cl:1])=[CH:3][CH:4]=1)=[CH:17][C:13]1[CH:12]=[N:11][CH:16]=[CH:15][CH:14]=1)#[N:8] |^1:18|. Procedure: A solution of 4-chlorobenzyl cyanide (7.58 g) and pyridine-3-aldehyde (5.35 g) in absolute ethanol (50 ml) was warmed to 50° C.; 3.5 ml of a solution of sodium (2.74 g) in absolute ethanol (32 ml) was added and the mixture was left without further heating. After 1 hour, the solid product was filtered off, washed with ethanol, and then diethylether, and dried. Recrystallization of this material from ethanol (150 ml) with charcoal treatment gave 4 in 48% yield as pale yellow needles; m.p. 141°-143...